From a dataset of the Open Reaction Database (ORD), a public repository of structured organic reaction records. describe an organic reaction: reactants, conditions, products, and yield Starting materials: CS(=O)(=O)OC=1C=CC2=C(C(COS(O2)=O)(C)C)C1 (4,5-dihydro-5,5-dimethyl-2-oxido-1,3,2-benzodioxathiepin-7-yl methanesulphonate), [Cl-].[Na+] (sodium chloride), O (water). Run in CN(C=O)C (dimethyl formamide). Yields the product CS(=O)(=O)OC=1C=CC2=C(C(CO2)(C)C)C1 (2,3-dihydro-3,3-dimethylbenzofuran-5-yl methanesulphonate). Yield: 84.0%. Reaction SMILES: [CH3:1][S:2]([O:5][C:6]1[CH:7]=[CH:8][C:9]2[O:15]S(=O)O[CH2:12][C:11]([CH3:18])([CH3:17])[C:10]=2[CH:19]=1)(=[O:4])=[O:3].[Cl-].[Na+].O>CN(C)C=O>[CH3:1][S:2]([O:5][C:6]1[CH:7]=[CH:8][C:9]2[O:15][CH2:12][C:11]([CH3:18])([CH3:17])[C:10]=2[CH:19]=1)(=[O:4])=[O:3] |f:1.2|. Reported procedure: A mixture of 4,5-dihydro-5,5-dimethyl-2-oxido-1,3,2-benzodioxathiepin-7-yl methanesulphonate (24 parts) (from Example 20) and sodium chloride (1 part) in dimethyl formamide (400 parts) was boiled under reflux for 3 hours. The mixture was then added to water and the product extracted with ether to give 2,3-dihydro-3,3-dimethylbenzofuran-5-yl methanesulphonate (16 parts, 84% yield), identical with the product of Example 37(a) above. The product is COCC(Cc1ccccc1)NC(=O)C(CC(=O)OCc1ccccc1)n1ccc(-c2ccc(-c3ccccc3)cc2)c1. Reaction SMILES: [C:98]([OH:99])(=[O:100])[CH3:101].[CH2:1]([c:2]1[cH:3][cH:4][cH:5][cH:6][cH:7]1)[O:8][C:9]([CH2:10][CH:11]([C:12](=[O:13])[NH:14][CH:15]([CH2:16][OH:17])[CH2:18][c:19]1[cH:20][cH:21][cH:22][cH:23][cH:24]1)[n:25]1[cH:26][c:27](-[c:30]2[cH:31][cH:32][c:33](-[c:36]3[cH:37][cH:38][cH:39][cH:40][cH:41]3)[cH:34][cH:35]2)[cH:28][cH:29]1)=[O:42].[CH2:43]([O:44][C:45](=[O:46])[CH2:47][CH:48]([NH:49][C:50]([O:51][C:52]([CH3:53])([CH3:54])[CH3:55])=[O:56])[C:57]([NH:58][CH:59]([CH2:60][c:61]1[cH:62][cH:63][cH:64][cH:65][cH:66]1)[CH2:67][O:68][CH3:69])=[O:70])[c:71]1[cH:72][cH:73][cH:74][cH:75][cH:76]1.[c:77]1(-[c:78]2[cH:79][cH:80][cH:81][cH:82][cH:83]2)[cH:84][cH:85][c:86]([CH:87]2[CH2:88][CH:89]([O:90][CH3:91])[O:92][CH:93]2[O:94][CH3:95])[cH:96][cH:97]1>>[CH2:1]([c:2]1[cH:3][cH:4][cH:5][cH:6][cH:7]1)[O:8][C:9]([CH2:10][CH:11]([C:12](=[O:13])[NH:14][CH:15]([CH2:16][O:17][CH3:43])[CH2:18][c:19]1[cH:20][cH:21][cH:22][cH:23][cH:24]1)[n:25]1[cH:26][c:27](-[c:30]2[cH:31][cH:32][c:33](-[c:36]3[cH:37][cH:38][cH:39][cH:40][cH:41]3)[cH:34][cH:35]2)[cH:28][cH:29]1)=[O:42]. The reactants are CC(=O)O, O=C(CC(C(=O)NC(CO)Cc1ccccc1)n1ccc(-c2ccc(-c3ccccc3)cc2)c1)OCc1ccccc1, COCC(Cc1ccccc1)NC(=O)C(CC(=O)OCc1ccccc1)NC(=O)OC(C)(C)C, COC1CC(c2ccc(-c3ccccc3)cc2)C(OC)O1. As a reaction SMILES: [C:32](=[O:33])([OH:34])[O-:35].[CH2:17]([CH2:18][OH:19])[OH:20].[Na+:36].[c:1]1([S:7](=[O:8])(=[O:9])[CH:10]2[CH2:11][C:12](=[O:16])[CH2:13][CH2:14][CH2:15]2)[cH:2][cH:3][cH:4][cH:5][cH:6]1.[c:21]1([CH3:22])[cH:23][cH:24][c:25]([S:26]([OH:27])(=[O:28])=[O:29])[cH:30][cH:31]1.[cH:37]1[cH:38][cH:39][cH:40][cH:41][cH:42]1>>[c:1]1([S:7](=[O:8])(=[O:9])[CH:10]2[CH2:11][C:12]3([CH2:13][CH2:14][CH2:15]2)[O:16][CH2:17][CH2:18][O:19]3)[cH:2][cH:3][cH:4][cH:5][cH:6]1. The reactants are O=C([O-])O, OCCO, [Na+], O=C1CCCC(S(=O)(=O)c2ccccc2)C1, Cc1ccc(S(=O)(=O)O)cc1, c1ccccc1. Product: O=S(=O)(c1ccccc1)C1CCCC2(C1)OCCO2. Yields the product [CH-]1C=CC=C1.[CH-]1C=CC=C1.[Fe+2] (FERROCENE). Run in CCC(=O)C (MEK). Reactants: [C-]1(C=CC=C1)C(=O)O.[CH-]1C=CC=C1.[Fe+2] (ferrocene carboxylic acid), Zr n-propoxide. Reported procedure: Coating solutions were prepared by refluxing ferrocene carboxylic acid and Zr n-propoxide, at 1:1 and 1:2 molar ratios of Zr:Fc, in MEK. Films were then spin coated on TEC 15 and cured at 125° C. for 8 hours. The resulting coatings, up to 1 μm thick, were hard and stable in the electrolyte and colored at 1.3 V. Reaction conditions: time 8 hour. Reaction SMILES: [C-:1]1(C(O)=O)[CH:5]=[CH:4][CH:3]=[CH:2]1.[CH-:9]1[CH:13]=[CH:12][CH:11]=[CH:10]1.[Fe+2:14]>CCC(C)=O>[CH-:1]1[CH:5]=[CH:4][CH:3]=[CH:2]1.[CH-:9]1[CH:13]=[CH:12][CH:11]=[CH:10]1.[Fe+2:14] |f:0.1.2,4.5.6|.